Task: describe an organic reaction: reactants, conditions, products, and yield. Dataset: the Open Reaction Database (ORD), a public repository of structured organic reaction records Starting materials: Cc1ccc(NC(=O)C(CCS(C)(=O)=O)O[Si](C)(C)C(C)(C)C)nc1, C1CCOC1, CCCC[N+](CCCC)(CCCC)CCCC, CCOC(C)=O, [F-], O, O, O, O. Yields the product Cc1ccc(NC(=O)C(O)CCS(C)(=O)=O)nc1. As a reaction SMILES: [C:22]([Si:23]([CH3:24])([CH3:25])[O:27][CH:28]([C:29](=[O:30])[NH:31][c:32]1[n:33][cH:34][c:35]([CH3:38])[cH:36][cH:37]1)[CH2:39][CH2:40][S:41](=[O:42])(=[O:43])[CH3:44])([CH3:26])([CH3:45])[CH3:46].[CH2:54]1[O:55][CH2:56][CH2:57][CH2:58]1.[CH2:5]([N+:6]([CH2:7][CH2:8][CH2:9][CH3:10])([CH2:11][CH2:12][CH2:13][CH3:14])[CH2:15][CH2:16][CH2:17][CH3:18])[CH2:19][CH2:20][CH3:21].[CH3:48][CH2:49][O:50][C:51]([CH3:52])=[O:53].[F-:4].[OH2:1].[OH2:2].[OH2:3].[OH2:47]>>[OH:27][CH:28]([C:29](=[O:30])[NH:31][c:32]1[n:33][cH:34][c:35]([CH3:38])[cH:36][cH:37]1)[CH2:39][CH2:40][S:41](=[O:42])(=[O:43])[CH3:44]. Reactants: BrCC(CO)O (3-bromo-1,2-propanediol), C(=O)(OCC1=CC=CC=C1)N[C@@H](C(C)C)C(=O)O (N-CBz-L-valine), C1CCC(CC1)N=C=NC2CCCCC2 (DCC). The product is BrCC(COC([C@@H](NC(=O)OCC1=CC=CC=C1)C(C)C)=O)O (3-bromo-2-hydroxy-1-(N-CBz-L-valyloxy)-propane). Conditions: time 2 day. Procedure details: To a stirred solution of 3-bromo-1,2-propanediol (10.85 g, 70mmole), N-CBz-L-valine (10.05 g, 40 mmole) and DMAP (0.49 g, 4 mmol) in 250 ml dichloromethane was added dropwise a solution of DCC (9.1 g, 44 mmol) in 50 ml dichloromethane at about 10° C. The mixture was stirred for two days at room temperature and then cooled to 5° C. The urethane was filtered and the solution was evaporated under reduced pressure. The product was isolated by silica gel column chromatography. Yield: 8 g Reaction SMILES: [Br:1][CH2:2][CH:3]([OH:6])[CH2:4][OH:5].[C:7]([NH:17][C@H:18]([C:22](O)=[O:23])[CH:19]([CH3:21])[CH3:20])([O:9][CH2:10][C:11]1[CH:16]=[CH:15][CH:14]=[CH:13][CH:12]=1)=[O:8].C1CCC(N=C=NC2CCCCC2)CC1>CN(C1C=CN=CC=1)C.ClCCl>[Br:1][CH2:2][CH:3]([OH:6])[CH2:4][O:5][C:22](=[O:23])[C@H:18]([CH:19]([CH3:20])[CH3:21])[NH:17][C:7]([O:9][CH2:10][C:11]1[CH:16]=[CH:15][CH:14]=[CH:13][CH:12]=1)=[O:8]. The reagents and catalysts are CN(C)C=1C=CN=CC1 (DMAP). The solvent is ClCCl (dichloromethane), ClCCl (dichloromethane). Starting materials: [Cl-], C[N+](C)=C(Cl)Cl, ClCCl, CC(C)c1nsc(N)c1C#N. The product is CC(C)c1nsc(N=C(Cl)N(C)C)c1C#N. RXN SMILES: [Cl-:12].[Cl:13][C:14](=[N+:15]([CH3:16])[CH3:17])[Cl:18].[Cl:19][CH2:20][Cl:21].[NH2:1][c:2]1[c:3]([C:10]#[N:11])[c:4]([CH:7]([CH3:8])[CH3:9])[n:5][s:6]1>>[N:1]([c:2]1[c:3]([C:10]#[N:11])[c:4]([CH:7]([CH3:8])[CH3:9])[n:5][s:6]1)=[C:14]([Cl:13])[N:15]([CH3:16])[CH3:17]. The reactants are CCO, CC1=CC(=O)C(C)(C)O1, [Cl-], [Na+], [Na+], [OH-], O=Cc1ccsc1. The product is CC1(C)OC(C=Cc2ccsc2)=CC1=O. As a reaction SMILES: [CH3:21][CH2:22][OH:23].[CH3:8][C:9]1([CH3:16])[O:10][C:11]([CH3:15])=[CH:12][C:13]1=[O:14].[Cl-:20].[Na+:18].[Na+:19].[OH-:17].[s:1]1[cH:2][c:3]([CH:6]=[O:7])[cH:4][cH:5]1>>[s:1]1[cH:2][c:3]([CH:6]=[CH:15][C:11]2=[CH:12][C:13](=[O:14])[C:9]([CH3:8])([CH3:16])[O:10]2)[cH:4][cH:5]1. The reactants are C1CC(=O)C2=C(C3=CC=CC=C3C(=C2C1=O)O)O (leucoquinizarin), NCCN1CC(CCC1)CO ([1-(2-aminoethyl)-piperidin-3-yl-]methanol). Solvent: C(C)O (ethanol). The product is OCC1CN(CCC1)CCNC1=CC=C(C=2C(C3=CC=CC=C3C(C12)=O)=O)NCCN1CC(CCC1)CO (1,4-Bis-{[2-(3-hydroxymethylpiperidine-1-yl)ethyl]amino}-anthracene-9,10-dione), solid. Yield: 29.0%. Reaction SMILES: [CH2:1]1[C:15](=O)[C:14]2[C:5](=[C:6]([OH:18])[C:7]3[C:12]([C:13]=2[OH:17])=[CH:11][CH:10]=[CH:9][CH:8]=3)[C:3](=O)[CH2:2]1.[NH2:19][CH2:20][CH2:21][N:22]1[CH2:27][CH2:26][CH2:25][CH:24]([CH2:28][OH:29])[CH2:23]1>C(O)C>[OH:29][CH2:28][CH:24]1[CH2:25][CH2:26][CH2:27][N:22]([CH2:21][CH2:20][NH:19][C:15]2[C:14]3[C:13](=[O:17])[C:12]4[C:7](=[CH:8][CH:9]=[CH:10][CH:11]=4)[C:6](=[O:18])[C:5]=3[C:3]([NH:19][CH2:20][CH2:21][N:22]3[CH2:27][CH2:26][CH2:25][CH:24]([CH2:28][OH:29])[CH2:23]3)=[CH:2][CH:1]=2)[CH2:23]1. Procedure: Although not shown in scheme 3, the method follows that of HAQ70 using leucoquinizarin (0.23 g, 0.95 mmol), [1-(2-aminoethyl)-piperidin-3-yl-]methanol (0.06 g, 3.8 mmol) and ethanol (25 mL). The title compound was yielded as a dark-blue solid (0.15 g, 29%). M.p. 112-114° C.; δH(250 MHz; CDCl3); 1.15 (m, 2H, 2×CH2CHCH2OH), 1.5-1.75 (m, 6H, 2×CH2CH2CH and 2×CH2CH2CH2), 1.85 (m, 2H, 2×CH2CH2CH), 2.3 (m, 4H, 4×ring-H), 2.5 (s (broad), 4H, 2×ring-H, 2×OH), 2.65 (t, 4H, J=5 Hz, 2×HNCH2CH2N), 2.75 (2×d...